From a dataset of the Open Reaction Database (ORD), a public repository of structured organic reaction records. describe an organic reaction: reactants, conditions, products, and yield Starting materials: Cc1ccc(S(=O)(=O)O)cc1, CC(C)S(=O)(=O)c1ccccc1Nc1nc(S(C)(=O)=O)nc2[nH]ncc12, Cc1cc(N)c(OC(C)C)cc1C1CCNCC1, CC(C)O. Yields the product Cc1cc(Nc2nc(Nc3ccccc3S(=O)(=O)C(C)C)c3cn[nH]c3n2)c(OC(C)C)cc1C1CCNCC1. Reaction SMILES: [CH3:45][c:46]1[cH:47][cH:48][c:49]([S:50](=[O:51])(=[O:52])[OH:53])[cH:54][cH:55]1.[CH:1]([CH3:2])([CH3:3])[S:4](=[O:5])(=[O:6])[c:7]1[c:8]([NH:13][c:14]2[c:15]3[c:16]([n:17][c:18]([S:20]([CH3:21])(=[O:22])=[O:23])[n:19]2)[nH:24][n:25][cH:26]3)[cH:9][cH:10][cH:11][cH:12]1.[CH:27]([CH3:28])([CH3:29])[O:30][c:31]1[c:32]([NH2:33])[cH:34][c:35]([CH3:44])[c:36]([CH:38]2[CH2:39][CH2:40][NH:41][CH2:42][CH2:43]2)[cH:37]1.[CH:56]([OH:57])([CH3:58])[CH3:59]>>[CH:1]([CH3:2])([CH3:3])[S:4](=[O:5])(=[O:6])[c:7]1[c:8]([NH:13][c:14]2[c:15]3[c:16]([n:17][c:18]([NH:33][c:32]4[c:31]([O:30][CH:27]([CH3:28])[CH3:29])[cH:37][c:36]([CH:38]5[CH2:39][CH2:40][NH:41][CH2:42][CH2:43]5)[c:35]([CH3:44])[cH:34]4)[n:19]2)[nH:24][n:25][cH:26]3)[cH:9][cH:10][cH:11][cH:12]1. Reactants: S(=O)(=O)([O-])[O-].[Na+].[Na+] (sodium sulphate), C(C)(C)(C)C1=CC=C(C=C1)C=C(C)[N+](=O)[O-] (1-(4-t-butylphenyl)-2-nitroprop-1-ene), [H-].[Al+3].[Li+].[H-].[H-].[H-] (lithium aluminium hydride). Run in O1CCCC1 (tetrahydrofuran), O1CCCC1 (tetrahydrofuran). The product is 5 - ethyl acetate, NC(CC1=CC=C(C=C1)C(C)(C)C)C (2-amino-1-(4-t-butylphenyl)propane). The yield is 74.2%. Reaction SMILES: [C:1]([C:5]1[CH:10]=[CH:9][C:8]([CH:11]=[C:12]([N+:14]([O-])=O)[CH3:13])=[CH:7][CH:6]=1)([CH3:4])([CH3:3])[CH3:2].[H-].[Al+3].[Li+].[H-].[H-].[H-].S([O-])([O-])(=O)=O.[Na+].[Na+]>O1CCCC1>[NH2:14][CH:12]([CH3:13])[CH2:11][C:8]1[CH:9]=[CH:10][C:5]([C:1]([CH3:4])([CH3:3])[CH3:2])=[CH:6][CH:7]=1 |f:1.2.3.4.5.6,7.8.9|. Reported procedure: A solution of 1-(4-t-butylphenyl)-2-nitroprop-1-ene (2.19 g, 10 mmol) in tetrahydrofuran (50ml) was added, over a period of 20 minutes, to a solution of lithium aluminium hydride (1.14 g, 30 mmol) in tetrahydrofuran (50 ml). The reaction mixture was then heated under reflux for 20 hours, cooled and worked up with saturated aqueous sodium sulphate solution. The mixture was filtered through Hyflo (Trade mark; diatomaceous earth) and the pad washed well with ethyl acetate. Evaporation in vacuo foll... Starting materials: O=C(CCCCCl)c1cccc(Br)c1, CC(C)C(=O)Nc1cccc(C2CCNCC2)c1, [K+], [K+], O=C([O-])[O-]. Product: CC(C)C(=O)Nc1cccc(C2CCN(CCCCC(=O)c3cccc(Br)c3)CC2)c1. As a reaction SMILES: [Br:7][c:8]1[cH:9][c:10]([C:14]([CH2:15][CH2:16][CH2:17][CH2:18][Cl:19])=[O:20])[cH:11][cH:12][cH:13]1.[CH3:21][CH:22]([C:23](=[O:24])[NH:25][c:26]1[cH:27][c:28]([CH:32]2[CH2:33][CH2:34][NH:35][CH2:36][CH2:37]2)[cH:29][cH:30][cH:31]1)[CH3:38].[K+:1].[K+:2].[O-:3][C:4]([O-:5])=[O:6]>>[Br:7][c:8]1[cH:9][c:10]([C:14]([CH2:15][CH2:16][CH2:17][CH2:18][N:35]2[CH2:34][CH2:33][CH:32]([c:28]3[cH:27][c:26]([NH:25][C:23]([CH:22]([CH3:21])[CH3:38])=[O:24])[cH:31][cH:30][cH:29]3)[CH2:37][CH2:36]2)=[O:20])[cH:11][cH:12][cH:13]1. Starting materials: CCOC(=O)COc1ccc(OCC(C2CCCCC2)n2c(-c3ccc(Cl)cc3)nc3cc(F)c(F)cc32)nc1, Cl, [Na+], C1CCOC1, [OH-]. The product is O=C(O)COc1ccc(OCC(C2CCCCC2)n2c(-c3ccc(Cl)cc3)nc3cc(F)c(F)cc32)nc1. Reaction SMILES: [CH2:1]([CH3:2])[O:3][C:4]([CH2:5][O:6][c:7]1[cH:8][n:9][c:10]([O:13][CH2:14][CH:15]([CH:16]2[CH2:17][CH2:18][CH2:19][CH2:20][CH2:21]2)[n:22]2[c:23](-[c:33]3[cH:34][cH:35][c:36]([Cl:39])[cH:37][cH:38]3)[n:24][c:25]3[c:26]2[cH:27][c:28]([F:32])[c:29]([F:31])[cH:30]3)[cH:11][cH:12]1)=[O:40].[ClH:43].[Na+:42].[O:44]1[CH2:45][CH2:46][CH2:47][CH2:48]1.[OH-:41]>>[O:3]=[C:4]([CH2:5][O:6][c:7]1[cH:8][n:9][c:10]([O:13][CH2:14][CH:15]([CH:16]2[CH2:17][CH2:18][CH2:19][CH2:20][CH2:21]2)[n:22]2[c:23](-[c:33]3[cH:34][cH:35][c:36]([Cl:39])[cH:37][cH:38]3)[n:24][c:25]3[c:26]2[cH:27][c:28]([F:32])[c:29]([F:31])[cH:30]3)[cH:11][cH:12]1)[OH:40]. Product: C(#N)C1=C(C=C(C=C1)C1=NN(C=C1)CCNC(=O)C1=CC(=NN1)C=1C=NC=CC1)C (N-(2-(3-(4-cyano-3-methylphenyl)-1H-pyrazol-1-yl)ethyl)-3-(pyridin-3-yl)-1H-pyrazole-5-carboxamide). As a reaction SMILES: [N:1]1[CH:6]=[CH:5][CH:4]=[C:3]([C:7]2[CH2:8][C:9]([C:12]([OH:14])=O)=[N:10][N:11]=2)[CH:2]=1.[NH2:15][CH2:16][CH2:17][N:18]1[CH:22]=[CH:21][C:20]([C:23]2[CH:30]=[CH:29][C:26]([C:27]#[N:28])=[C:25]([CH3:31])[CH:24]=2)=[N:19]1.C1C=CC2N(O)N=NC=2C=1.CCN=C=NCCCN(C)C.CCN(C(C)C)C(C)C>>[C:27]([C:26]1[CH:29]=[CH:30][C:23]([C:20]2[CH:21]=[CH:22][N:18]([CH2:17][CH2:16][NH:15][C:12]([C:9]3[NH:10][N:11]=[C:7]([C:3]4[CH:2]=[N:1][CH:6]=[CH:5][CH:4]=4)[CH:8]=3)=[O:14])[N:19]=2)=[CH:24][C:25]=1[CH3:31])#[N:28]. Procedure details: The title compound was prepared using the method of Example 31 using 5-pyridin-3-yl-4H-pyrazole-3-carboxylic acid (0.46 g; 2.43 mmol), 4-(1-(2-aminoethyl)-1H-pyrazol-3-yl)-2-methylbenzonitrile (0.50 g; 2.21 mmol), HOBt (0.45 g; 3.31 mmol), EDCI (0.64 g; 3.31 mmol) and 0.58 ml (3.31 mmol) of DIPEA as starting materials. After workup the product was precipitated out from DCM to give 0.56 g (64%) of the title compound. 1H-NMR (400 MHz; d6-DMSO): δ 3.67-3.76 (m, 2H), 4.33-4.41 (m, 2H), 6.85 (d, 1H),... The yield is 63.8%. Reactants: N1=CC(=CC=C1)C=1CC(=NN1)C(=O)O (5-pyridin-3-yl-4H-pyrazole-3-carboxylic acid), CCN=C=NCCCN(C)C (EDCI), CCN(C(C)C)C(C)C (DIPEA), NCCN1N=C(C=C1)C1=CC(=C(C#N)C=C1)C (4-(1-(2-aminoethyl)-1H-pyrazol-3-yl)-2-methylbenzonitrile), C=1C=CC2=C(C1)N=NN2O (HOBt). The reactants are [Li+].[OH-] (LiOH), COC(CNC(=O)C=1SC(=CC1C)C(CC)(C1=CC(=C(C=C1)CCC(C(C)(C)C)O)C)CC)=O ([(5-{1-ethyl-1-[4-(3-hydroxy-4,4-dimethyl-pentyl)-3-methyl-phenyl]-propyl}-3-methyl-thiophene-2-carbonyl)-amino]-acetic acid methyl ester). The product is C(C)C(CC)(C1=CC(=C(C=C1)CCC(C(C)(C)C)O)C)C1=CC(=C(S1)C(=O)NCC(=O)O)C ([(5-{1-Ethyl-1-[4-(3-hydroxy-4,4-dimethyl-pentyl)-3-methyl-phenyl]-propyl}-3-methyl-thiophene-2-carbonyl)-amino]-acetic acid). As a reaction SMILES: [Li+].[OH-].C[O:4][C:5](=[O:36])[CH2:6][NH:7][C:8]([C:10]1[S:11][C:12]([C:16]([CH2:34][CH3:35])([C:19]2[CH:24]=[CH:23][C:22]([CH2:25][CH2:26][CH:27]([OH:32])[C:28]([CH3:31])([CH3:30])[CH3:29])=[C:21]([CH3:33])[CH:20]=2)[CH2:17][CH3:18])=[CH:13][C:14]=1[CH3:15])=[O:9]>>[CH2:17]([C:16]([C:12]1[S:11][C:10]([C:8]([NH:7][CH2:6][C:5]([OH:36])=[O:4])=[O:9])=[C:14]([CH3:15])[CH:13]=1)([C:19]1[CH:24]=[CH:23][C:22]([CH2:25][CH2:26][CH:27]([OH:32])[C:28]([CH3:30])([CH3:31])[CH3:29])=[C:21]([CH3:33])[CH:20]=1)[CH2:34][CH3:35])[CH3:18] |f:0.1|. Procedure: Using LiOH hydrolysis as described in Example 136, [(5-{1-ethyl-1-[4-(3-hydroxy-4,4-dimethyl-pentyl)-3-methyl-phenyl]-propyl}-3-methyl-thiophene-2-carbonyl)-amino]-acetic acid methyl ester gives the title compound (quant). 1H NMR (CDCl3) δ 7.07 (d, 1H, J=8.7 Hz), 7.00 (d, 1H, J=8.7 Hz), 6.99 (s, 1H), 6.63 (s, 1H), 6.21 (t, 1H), 4.20 (d, 2H, J=5.3 Hz), 3.26 (bd, 1H, J=9.3 Hz), 2.88 (m, 1H), 2.56 (m, 1H), 2.47 (s, 3H), 2.28 (s, 3H), 2.08 (m, 4H), 1.78 (m, 1H), 1.58 (m, 1H), 0.90 (s, 9H), 0.70 (t, ... The reactants are [BH4-], CCCCCCCN, CC(=O)O, CO, COC(OC)OC, ClCCl, O=Cc1ccc(F)cc1F. The product is CCCCCCCNCc1ccc(F)cc1F. RXN SMILES: [BH4-:23].[CH2:1]([CH2:2][CH2:3][CH2:4][CH2:5][CH2:6][CH3:7])[NH2:8].[CH3:19][C:20](=[O:21])[OH:22].[CH3:24][OH:25].[CH:26]([O:27][CH3:28])([O:29][CH3:30])[O:31][CH3:32].[Cl:33][CH2:34][Cl:35].[F:9][c:10]1[c:11]([CH:12]=[O:13])[cH:14][cH:15][c:16]([F:18])[cH:17]1>>[CH2:1]([CH2:2][CH2:3][CH2:4][CH2:5][CH2:6][CH3:7])[NH:8][CH2:12][c:11]1[c:10]([F:9])[cH:17][c:16]([F:18])[cH:15][cH:14]1. Reactants: BrC=1C=CC(=NC1)C=1SC2=C(N1)C=CC=C2 (2-(5-bromopyridin-2-yl)benzo[d]thiazole), CC1(OB(OC1(C)C)C=1C=CC(=NC1)C=1SC2=C(N1)C=CC=C2)C (2-(5-(4,4,5,5-tetramethyl-1,3,2-dioxaborolan-2-yl)pyridin-2-yl)benzo[d]thiazole), C(=O)([O-])[O-].[Na+].[Na+] (Na2CO3), O (H2O). The reagents and catalysts are C=1C=CC(=CC1)[P](C=2C=CC=CC2)(C=3C=CC=CC3)[Pd]([P](C=4C=CC=CC4)(C=5C=CC=CC5)C=6C=CC=CC6)([P](C=7C=CC=CC7)(C=8C=CC=CC8)C=9C=CC=CC9)[P](C=1C=CC=CC1)(C=1C=CC=CC1)C=1C=CC=CC1 (tetrakis(triphenylphosphine)palladium(0)). Solvent: C1CCOC1 (THF). Run at temperature 80 celsius. The product is S1C(=NC2=C1C=CC=C2)C2=CC=C(C=N2)C=2C=NC(=CC2)C=2SC1=C(N2)C=CC=C1 (6,6′-di(benzo[d]thiazol-2-yl)-3,3′-bipyridine). RXN SMILES: Br[C:2]1[CH:3]=[CH:4][C:5]([C:8]2[S:9][C:10]3[CH:16]=[CH:15][CH:14]=[CH:13][C:11]=3[N:12]=2)=[N:6][CH:7]=1.CC1(C)C(C)(C)OB([C:25]2[CH:26]=[CH:27][C:28]([C:31]3[S:32][C:33]4[CH:39]=[CH:38][CH:37]=[CH:36][C:34]=4[N:35]=3)=[N:29][CH:30]=2)O1.C([O-])([O-])=O.[Na+].[Na+].O>C1C=CC([P]([Pd]([P](C2C=CC=CC=2)(C2C=CC=CC=2)C2C=CC=CC=2)([P](C2C=CC=CC=2)(C2C=CC=CC=2)C2C=CC=CC=2)[P](C2C=CC=CC=2)(C2C=CC=CC=2)C2C=CC=CC=2)(C2C=CC=CC=2)C2C=CC=CC=2)=CC=1.C1COCC1>[S:9]1[C:10]2[CH:16]=[CH:15][CH:14]=[CH:13][C:11]=2[N:12]=[C:8]1[C:5]1[N:6]=[CH:7][C:2]([C:25]2[CH:30]=[N:29][C:28]([C:31]3[S:32][C:33]4[CH:39]=[CH:38][CH:37]=[CH:36][C:34]=4[N:35]=3)=[CH:27][CH:26]=2)=[CH:3][CH:4]=1 |f:2.3.4,^1:51,53,72,91|. Reported procedure: A mixture of 9 (0.591 g, 2.03 mmol), 16 (0.700 g, 2.07 mmol), tetrakis(triphenylphosphine)palladium(0) (117 mg, 102 μmol), Na2CO3 (1.59 g, 15.0 mmol), H2O (15 mL) and THF (25 mL) was degassed with argon for about 20 min while stirring. The stirring reaction mixture was then maintained under argon at about 80° C. for about 19 h. Upon completion, the mixture was cooled to RT, filtered and the precipitate collected as a white solid (0.83 g, 97%). This compound was found to be insoluble in numerous ...